This data is from the Open Reaction Database (ORD), a public repository of structured organic reaction records. The task is: describe an organic reaction: reactants, conditions, products, and yield The reactants are Na(AcO)3BH, C(=O)(O)[O-].[Na+] (NaHCO3), C(C)(C)(C)OC(N[C@@H]1CC[C@H](CC1)CC=O)=O (trans-[4-(2-oxo-ethyl)-cyclohexyl]-carbamic acid tert-butyl ester), N1(CCNCC1)C1=NC=CC2=C1C=CS2 (4-piperazine-1-yl-thieno[3,2-c]pyridine), CC(=O)O (AcOH). Run in ClCCCl (1,2-dichloroethane). Product: C(C)(C)(C)OC(N[C@@H]1CC[C@H](CC1)CCN1CCN(CC1)C1=NC=CC2=C1C=CS2)=O (trans-{4-[2-(4-thieno[3,2-c]pyridin-4-yl-piperazin-1-yl)-ethyl]-cyclohexyl}-carbamic acid tert-butyl ester). Yield: 67.5%. Reaction SMILES: [C:1]([O:5][C:6](=[O:17])[NH:7][C@H:8]1[CH2:13][CH2:12][C@H:11]([CH2:14][CH:15]=O)[CH2:10][CH2:9]1)([CH3:4])([CH3:3])[CH3:2].[N:18]1([C:24]2[C:29]3[CH:30]=[CH:31][S:32][C:28]=3[CH:27]=[CH:26][N:25]=2)[CH2:23][CH2:22][NH:21][CH2:20][CH2:19]1.CC(O)=O.C([O-])(O)=O.[Na+]>ClCCCl>[C:1]([O:5][C:6](=[O:17])[NH:7][C@H:8]1[CH2:13][CH2:12][C@H:11]([CH2:14][CH2:15][N:21]2[CH2:22][CH2:23][N:18]([C:24]3[C:29]4[CH:30]=[CH:31][S:32][C:28]=4[CH:27]=[CH:26][N:25]=3)[CH2:19][CH2:20]2)[CH2:10][CH2:9]1)([CH3:4])([CH3:3])[CH3:2] |f:3.4|. Reported procedure: trans-[4-(2-oxo-ethyl)-cyclohexyl]-carbamic acid tert-butyl ester [CAS-Nr. 215790-29-7] (1.0 g, 4 mmol) was added to a solution under N2 of commercially available 4-piperazine-1-yl-thieno[3,2-c]pyridine [CAS-Nr. 106261-27-2] (0.85 g, 4 mmol) in 1,2-dichloroethane (45 ml) and AcOH (0.22 ml, 4 mmol). The resulting reaction mixture was stirred 8 h at room temperature before addition of Na(AcO)3BH (1.2 g, 6 mmol). Stirring was continued over night at room temperature. Sat. aq. NaHCO3 sol. was added ... Reactants: COc1ccc(-c2cc(Nc3c(C)cc(C)cc3C)nc(C)n2)cc1OC, CC(C)(C)[O-], CI, CN(C)C=O, [K+]. Yields the product COc1ccc(-c2cc(N(C)c3c(C)cc(C)cc3C)nc(C)n2)cc1OC. Reaction SMILES: [CH3:1][O:2][c:3]1[cH:4][c:5](-[c:11]2[cH:12][c:13]([NH:18][c:19]3[c:20]([CH3:27])[cH:21][c:22]([CH3:26])[cH:23][c:24]3[CH3:25])[n:14][c:15]([CH3:17])[n:16]2)[cH:6][cH:7][c:8]1[O:9][CH3:10].[CH3:28][C:29]([CH3:30])([O-:31])[CH3:32].[CH3:34][I:35].[CH3:36][N:37]([CH3:38])[CH:39]=[O:40].[K+:33]>>[CH3:1][O:2][c:3]1[cH:4][c:5](-[c:11]2[cH:12][c:13]([N:18]([c:19]3[c:20]([CH3:27])[cH:21][c:22]([CH3:26])[cH:23][c:24]3[CH3:25])[CH3:28])[n:14][c:15]([CH3:17])[n:16]2)[cH:6][cH:7][c:8]1[O:9][CH3:10]. Starting materials: CCOC(=O)NN=CCC1CC1, CCO. Product: CCOC(=O)NNCCC1CC1. RXN SMILES: [CH2:1]([CH3:2])[O:3][C:4](=[O:5])[NH:6][N:7]=[CH:8][CH2:9][CH:10]1[CH2:11][CH2:12]1.[CH3:13][CH2:14][OH:15]>>[CH2:1]([CH3:2])[O:3][C:4](=[O:5])[NH:6][NH:7][CH2:8][CH2:9][CH:10]1[CH2:11][CH2:12]1. Starting materials: ClC=1C=CC=2N(C1)C=C(N2)CCl (6-chloro-2-(chloromethyl)imidazo[1,2-α]pyridine), Cl.ClC1=C(C=CC=C1)N1CCNCC1 (1-(2-chlorophenyl)piperazine monohydrochloride). The product is ClC=1C=CC=2N(C1)C=C(N2)CN2CCN(CC2)C2=C(C=CC=C2)Cl (6-Chloro-2-[[4-(2-chlorophenyl)-1-piperazinyl]methyl]-imidazo[1,2-a]pyridine). Reaction SMILES: [Cl:1][C:2]1[CH:3]=[CH:4][C:5]2[N:6]([CH:8]=[C:9]([CH2:11]Cl)[N:10]=2)[CH:7]=1.Cl.[Cl:14][C:15]1[CH:20]=[CH:19][CH:18]=[CH:17][C:16]=1[N:21]1[CH2:26][CH2:25][NH:24][CH2:23][CH2:22]1>>[Cl:1][C:2]1[CH:3]=[CH:4][C:5]2[N:6]([CH:8]=[C:9]([CH2:11][N:24]3[CH2:23][CH2:22][N:21]([C:16]4[CH:17]=[CH:18][CH:19]=[CH:20][C:15]=4[Cl:14])[CH2:26][CH2:25]3)[N:10]=2)[CH:7]=1 |f:1.2|. Procedure: Following the general procedure of Example 11 and making noncritical variations, 6-chloro-2-(chloromethyl)imidazo[1,2-α]pyridine (Example 4. Step 1; 0.289 g) and 1-(2-chlorophenyl)piperazine monohydrochloride (Aldrich; 0.381 g) give, after crystallization from ethyl acetate/hexane, 0.2423 g of the title compound; mp 123-123.5° C.; MS m/z 360; IR (mineral oil) 1325, 1475, 1039, 2818, 2810 cm-1 ; 1H NMR (CDCl3) δ2.77, 3.12, 3.79, 6.96, 7.04, 7.12, 7.21, 7.34. 7.52. 8.14. Reactants: COC(=O)c1nc(NC2c3ccccc3CC2O)cnc1Br, OB(O)c1ccc(Cl)cc1Cl, c1ccc(P(c2ccccc2)(c2ccccc2)[Pd](P(c2ccccc2)(c2ccccc2)c2ccccc2)(P(c2ccccc2)(c2ccccc2)c2ccccc2)P(c2ccccc2)(c2ccccc2)c2ccccc2)cc1. The product is COC(=O)c1nc(NC2c3ccccc3CC2O)cnc1-c1ccc(Cl)cc1Cl. Reaction SMILES: [Br:1][c:2]1[c:3]([C:19](=[O:20])[O:21][CH3:22])[n:4][c:5]([NH:8][CH:9]2[CH:10]([OH:18])[CH2:11][c:12]3[cH:13][cH:14][cH:15][cH:16][c:17]32)[cH:6][n:7]1.[Cl:23][c:24]1[c:25]([B:31]([OH:32])[OH:33])[cH:26][cH:27][c:28]([Cl:30])[cH:29]1.[cH:34]1[cH:35][cH:36][c:37]([P:38]([Pd:39]([P:40]([c:41]2[cH:42][cH:43][cH:44][cH:45][cH:46]2)([c:47]2[cH:48][cH:49][cH:50][cH:51][cH:52]2)[c:53]2[cH:54][cH:55][cH:56][cH:57][cH:58]2)([P:59]([c:60]2[cH:61][cH:62][cH:63][cH:64][cH:65]2)([c:66]2[cH:67][cH:68][cH:69][cH:70][cH:71]2)[c:72]2[cH:73][cH:74][cH:75][cH:76][cH:77]2)[P:78]([c:79]2[cH:80][cH:81][cH:82][cH:83][cH:84]2)([c:85]2[cH:86][cH:87][cH:88][cH:89][cH:90]2)[c:91]2[cH:92][cH:93][cH:94][cH:95][cH:96]2)([c:97]2[cH:98][cH:99][cH:100][cH:101][cH:102]2)[c:103]2[cH:104][cH:105][cH:106][cH:107][cH:108]2)[cH:109][cH:110]1>>[c:2]1(-[c:25]2[c:24]([Cl:23])[cH:29][c:28]([Cl:30])[cH:27][cH:26]2)[c:3]([C:19](=[O:20])[O:21][CH3:22])[n:4][c:5]([NH:8][CH:9]2[CH:10]([OH:18])[CH2:11][c:12]3[cH:13][cH:14][cH:15][cH:16][c:17]32)[cH:6][n:7]1. Starting materials: O=C([O-])[O-], C1COCCO1, CC(C)(C)OC(=O)N1CCN(S(N)(=O)=O)CC1, CC(C)c1cc(C(C)C)c(-c2ccccc2P(C2CCCCC2)C2CCCCC2)c(C(C)C)c1, OCCCOc1cc(Cl)nc(SCc2cccc(F)c2F)n1, [Cs+], [Cs+], O=C(C=Cc1ccccc1)C=Cc1ccccc1, O=C(C=Cc1ccccc1)C=Cc1ccccc1, O=C(C=Cc1ccccc1)C=Cc1ccccc1, [Pd], [Pd]. The product is CC(C)(C)OC(=O)N1CCN(S(=O)(=O)Nc2cc(OCCCO)nc(SCc3cccc(F)c3F)n2)CC1. Reaction SMILES: [C:52](=[O:53])([O-:54])[O-:55].[CH2:80]1[O:81][CH2:82][CH2:83][O:84][CH2:85]1.[CH3:1][C:2]([CH3:3])([CH3:4])[O:5][C:6](=[O:7])[N:8]1[CH2:9][CH2:10][N:11]([S:14](=[O:15])(=[O:16])[NH2:17])[CH2:12][CH2:13]1.[CH:18]1([P:19]([CH:20]2[CH2:21][CH2:22][CH2:23][CH2:24][CH2:25]2)[c:26]2[cH:27][cH:28][cH:29][cH:30][c:31]2-[c:32]2[c:33]([CH:34]([CH3:35])[CH3:36])[cH:37][c:38]([CH:39]([CH3:40])[CH3:41])[cH:42][c:43]2[CH:44]([CH3:45])[CH3:46])[CH2:47][CH2:48][CH2:49][CH2:50][CH2:51]1.[Cl:58][c:59]1[cH:60][c:61]([O:75][CH2:76][CH2:77][CH2:78][OH:79])[n:62][c:63]([S:65][CH2:66][c:67]2[c:68]([F:74])[c:69]([F:73])[cH:70][cH:71][cH:72]2)[n:64]1.[Cs+:56].[Cs+:57].[O:106]=[C:107]([CH:108]=[CH:109][c:110]1[cH:111][cH:112][cH:113][cH:114][cH:115]1)[CH:116]=[CH:117][c:118]1[cH:119][cH:120][cH:121][cH:122][cH:123]1.[O:124]=[C:125]([CH:126]=[CH:127][c:128]1[cH:129][cH:130][cH:131][cH:132][cH:133]1)[CH:134]=[CH:135][c:136]1[cH:137][cH:138][cH:139][cH:140][cH:141]1.[O:88]=[C:89]([CH:90]=[CH:91][c:92]1[cH:93][cH:94][cH:95][cH:96][cH:97]1)[CH:98]=[CH:99][c:100]1[cH:101][cH:102][cH:103][cH:104][cH:105]1.[Pd:86].[Pd:87]>>[CH3:1][C:2]([CH3:3])([CH3:4])[O:5][C:6](=[O:7])[N:8]1[CH2:9][CH2:10][N:11]([S:14](=[O:15])(=[O:16])[NH:17][c:59]2[cH:60][c:61]([O:75][CH2:76][CH2:77][CH2:78][OH:79])[n:62][c:63]([S:65][CH2:66][c:67]3[c:68]([F:74])[c:69]([F:73])[cH:70][cH:71][cH:72]3)[n:64]2)[CH2:12][CH2:13]1. The reactants are CC=1C=C(C=CC1)NC(=O)NC1=CC=C(OC2=CC(=NC=C2)C2=CC(=CN2)C(=O)O)C=C1 (5-{4-[4-({[(3-methylphenyl)amino]carbonyl}amino)phenoxy]pyridin-2-yl}-1H-pyrrole-3-carboxylic acid), Cl.CN(CCCN=C=NCC)C (N-(3-dimethylaminopropyl)-N′-ethylcarbodiimide hydrochloride), OCC(CO)(CO)CO (pentaerythritol). The reagents and catalysts are CN(C1=CC=NC=C1)C (4-dimethylaminopyridine). Solvent: O1CCCC1 (tetrahydrofuran). Reaction conditions: temperature 60 celsius. The product is CC=1C=C(C=CC1)NC(=O)NC1=CC=C(OC2=CC(=NC=C2)C2=CC(=CN2)C(=O)OCC(CO)(CO)CO)C=C1 (3-hydroxy-2,2-bis(hydroxymethyl)propyl 5-{4-[4-({[(3-methylphenyl)amino]carbonyl}amino)phenoxy]pyridin-2-yl}-1H-pyrrole-3-carboxylate). As a reaction SMILES: [CH3:1][C:2]1[CH:3]=[C:4]([NH:8][C:9]([NH:11][C:12]2[CH:32]=[CH:31][C:15]([O:16][C:17]3[CH:22]=[CH:21][N:20]=[C:19]([C:23]4[NH:27][CH:26]=[C:25]([C:28]([OH:30])=[O:29])[CH:24]=4)[CH:18]=3)=[CH:14][CH:13]=2)=[O:10])[CH:5]=[CH:6][CH:7]=1.Cl.CN(C)CCCN=C=NCC.[OH:45][CH2:46][C:47]([CH2:52]O)([CH2:50][OH:51])[CH2:48][OH:49]>O1CCCC1.CN(C)C1C=CN=CC=1>[CH3:1][C:2]1[CH:3]=[C:4]([NH:8][C:9]([NH:11][C:12]2[CH:32]=[CH:31][C:15]([O:16][C:17]3[CH:22]=[CH:21][N:20]=[C:19]([C:23]4[NH:27][CH:26]=[C:25]([C:28]([O:30][CH2:52][C:47]([CH2:50][OH:51])([CH2:48][OH:49])[CH2:46][OH:45])=[O:29])[CH:24]=4)[CH:18]=3)=[CH:14][CH:13]=2)=[O:10])[CH:5]=[CH:6][CH:7]=1 |f:1.2|. Reported procedure: To a stirred suspension of 5-{4-[4-({[(3-methylphenyl)amino]carbonyl}amino)phenoxy]pyridin-2-yl}-1H-pyrrole-3-carboxylic acid (150 mg, 0.35 mmol) and N-(3-dimethylaminopropyl)-N′-ethylcarbodiimide hydrochloride (EDC, 102 mg, 0.53 mmol) in 10 ml of anhydrous tetrahydrofuran were added pentaerythritol (143 mg, 1.05 mmol) and 4-dimethylaminopyridine (10 mg, 0.08 mmol). The mixture was heated at 60° C. for 16 hours, cooled to room temperature and evaporated to dryness. The residue was purified by C-... Reactants: CO (methanol), COC1=C(C=CC(=C1)OC)CC(=O)NC (2-(2,4-dimethoxyphenyl)-N-methylacetamide), B(Br)(Br)Br (BBr3). Run in C(Cl)Cl (CH2Cl2), C(Cl)Cl (CH2Cl2). Conditions: temperature 0 celsius, time 2.5 hour. Yields the product OC1=C(C=CC(=C1)OC)CC(=O)NC (2-(2-Hydroxy-4-methoxyphenyl)-N-methylacetamide), OC1=CC(=C(C=C1)CC(=O)NC)OC (2-(4-hydroxy-2-methoxyphenyl)-N-methylacetamide). As a reaction SMILES: [CH3:1][O:2][C:3]1[CH:8]=[C:7]([O:9][CH3:10])[CH:6]=[CH:5][C:4]=1[CH2:11][C:12]([NH:14][CH3:15])=[O:13].B(Br)(Br)Br.CO>C(Cl)Cl>[OH:2][C:3]1[CH:8]=[C:7]([O:9][CH3:10])[CH:6]=[CH:5][C:4]=1[CH2:11][C:12]([NH:14][CH3:15])=[O:13].[OH:9][C:7]1[CH:6]=[CH:5][C:4]([CH2:11][C:12]([NH:14][CH3:15])=[O:13])=[C:3]([O:2][CH3:1])[CH:8]=1. Procedure: To a solution of 2-(2,4-dimethoxyphenyl)-N-methylacetamide (445 mg, 2.12 mmol) in CH2Cl2 (10 mL) was slowly added 1M BBr3 solution in CH2Cl2 (6.4 mL, 6.4 mmol). After addition was completed, the reaction mixture was stirred at 0° C. for 2.5 h, methanol (2 mL) was added and after 15 min the volatiles were removed in vacuo. The residue was dissolved in ethyl acetate, washed successively with aqueous NaHCO3 and H2O. The organic layer was dried over Na2SO4, filtered and concentrated. The residue was...